This data is from the Open Reaction Database (ORD), a public repository of structured organic reaction records. The task is: describe an organic reaction: reactants, conditions, products, and yield Starting materials: [N-]=[N+]=[N-].[Na+] (sodium azide), [Cl-].[NH4+] (ammonium chloride), [N-]=[N+]=[N-].[NH4+] (ammonium azide), N1N=NN=C1C1=NN=NN1 (5,5'-bi-1H-tetrazole). Product: [NH4+].[NH4+].N1N=NN=C1C1=NN=NN1 (5,5'-bi-1H-tetrazole diammonium salt). As a reaction SMILES: [NH:1]1[C:5]([C:6]2[NH:10][N:9]=[N:8][N:7]=2)=[N:4][N:3]=[N:2]1.[N-:11]=[N+]=[N-].[Na+].[Cl-].[NH4+].[N-]=[N+]=[N-].[NH4+]>>[NH4+:1].[NH4+:11].[NH:1]1[C:5]([C:6]2[NH:10][N:9]=[N:8][N:7]=2)=[N:4][N:3]=[N:2]1 |f:1.2,3.4,5.6,7.8.9|. Reported procedure: According to the present invention, it is considered that equal moles of dicyan reacts with equal moles of sodium azide and ammonium chloride or with ammonium azide to form a 5-cyano-1H-tetrazole which is an intermediate product of a 5,5'-bi-1H-tetrazole. Then, this intermediate product reacts with another mole of sodium azide and ammonium chloride or with ammonium azide to form the desired 5,5'-bi-1H-tetrazole diammonium salt. Starting materials: Cc1ccc(C(=O)NC2CC2)cc1-c1ccc2c(=O)n(Cc3ccc(Br)nc3)ccc2c1, C1CCOC1, CN(C)CCCO, CC(C)(C)[O-], [K+]. The product is Cc1ccc(C(=O)NC2CC2)cc1-c1ccc2c(=O)n(Cc3ccc(OCCCN(C)C)nc3)ccc2c1. RXN SMILES: [Br:14][c:15]1[cH:16][cH:17][c:18]([CH2:21][n:22]2[c:23](=[O:45])[c:24]3[cH:25][cH:26][c:27](-[c:32]4[cH:33][c:34]([C:35](=[O:36])[NH:37][CH:38]5[CH2:39][CH2:40]5)[cH:41][cH:42][c:43]4[CH3:44])[cH:28][c:29]3[cH:30][cH:31]2)[cH:19][n:20]1.[CH2:46]1[O:47][CH2:48][CH2:49][CH2:50]1.[CH3:1][N:2]([CH2:3][CH2:4][CH2:5][OH:6])[CH3:7].[CH3:8][C:9]([CH3:10])([O-:11])[CH3:12].[K+:13]>>[CH3:1][N:2]([CH2:3][CH2:4][CH2:5][O:6][c:15]1[cH:16][cH:17][c:18]([CH2:21][n:22]2[c:23](=[O:45])[c:24]3[cH:25][cH:26][c:27](-[c:32]4[cH:33][c:34]([C:35](=[O:36])[NH:37][CH:38]5[CH2:39][CH2:40]5)[cH:41][cH:42][c:43]4[CH3:44])[cH:28][c:29]3[cH:30][cH:31]2)[cH:19][n:20]1)[CH3:7].